This data is from the Open Reaction Database (ORD), a public repository of structured organic reaction records. The task is: describe an organic reaction: reactants, conditions, products, and yield Reactants: NC(CCCC(=O)OC)C=1C(=NC=NC1OC)OC (methyl 5-amino-5-(4,6-dimethoxypyrimidin-5-yl)pentanoate), C1(=CC(=CC=C1)C=O)C1=CC=CC=C1 ([1,1′-biphenyl]-3-carbaldehyde). Yields the product C1(=CC(=CC=C1)CN1C(CCCC1C=1C(=NC=NC1OC)OC)=O)C1=CC=CC=C1 (1-([1,1′-biphenyl]-3-ylmethyl)-6-(4,6-dimethoxypyrimidin-5-yl)piperidin-2-one). Reaction SMILES: [NH2:1][CH:2]([C:10]1[C:11]([O:18][CH3:19])=[N:12][CH:13]=[N:14][C:15]=1[O:16][CH3:17])[CH2:3][CH2:4][CH2:5][C:6]([O:8]C)=O.[C:20]1([C:28]2[CH:33]=[CH:32][CH:31]=[CH:30][CH:29]=2)[CH:25]=[CH:24][CH:23]=[C:22]([CH:26]=O)[CH:21]=1>>[C:20]1([C:28]2[CH:29]=[CH:30][CH:31]=[CH:32][CH:33]=2)[CH:25]=[CH:24][CH:23]=[C:22]([CH2:26][N:1]2[CH:2]([C:10]3[C:11]([O:18][CH3:19])=[N:12][CH:13]=[N:14][C:15]=3[O:16][CH3:17])[CH2:3][CH2:4][CH2:5][C:6]2=[O:8])[CH:21]=1. Reported procedure: Prepared according to the described general procedure 1 (GP1) by reaction of methyl 5-amino-5-(4,6-dimethoxypyrimidin-5-yl)pentanoate with commercially available [1,1′-biphenyl]-3-carbaldehyde. Subsequent purification by preparative HPLC afforded the target compound. LC-MS (conditions A): tR=0.86 min.; [M+H]+: 403.96 g/mol. The reactants are C1COCCN1, O=C(CCl)Nc1ccc2c(c1)COC(NCCOc1ccccc1)=N2. Yields the product O=C(CN1CCOCC1)Nc1ccc2c(c1)COC(NCCOc1ccccc1)=N2. Reaction SMILES: [CH2:26]1[CH2:27][O:28][CH2:29][CH2:30][NH:31]1.[Cl:1][CH2:2][C:3](=[O:4])[NH:5][c:6]1[cH:7][c:8]2[c:9]([cH:24][cH:25]1)[N:10]=[C:11]([NH:14][CH2:15][CH2:16][O:17][c:18]1[cH:19][cH:20][cH:21][cH:22][cH:23]1)[O:12][CH2:13]2>>[CH2:2]([C:3](=[O:4])[NH:5][c:6]1[cH:7][c:8]2[c:9]([cH:24][cH:25]1)[N:10]=[C:11]([NH:14][CH2:15][CH2:16][O:17][c:18]1[cH:19][cH:20][cH:21][cH:22][cH:23]1)[O:12][CH2:13]2)[N:31]1[CH2:26][CH2:27][O:28][CH2:29][CH2:30]1. Reactants: C(C)(C)(C)OC(=O)N1[C@@H](C[C@@H](C1)OS(=O)(=O)C)C(=O)OC ([2S,4S)-1-t-butoxycarbonyl-4-methylsulfonyloxy-2-methoxycarbonylpyrrolidine), [N-]=[N+]=[N-].[Na+] (sodium azide). The solvent is CS(=O)C (dimethyl sulfoxide), C(C)(=O)OCC (ethyl acetate). Conditions: temperature 90 celsius, time 8 hour. Yields the product N(=[N+]=[N-])[C@@H]1C[C@H](N(C1)C(=O)OC(C)(C)C)C(=O)OC ((2S,4R)-4-azido-1-t-butoxycarbonyl-2-methoxycarbonylpyrrolidine). The yield is 86.4%. As a reaction SMILES: [C:1]([O:5][C:6]([N:8]1[CH2:12][C@@H:11](OS(C)(=O)=O)[CH2:10][C@H:9]1[C:18]([O:20][CH3:21])=[O:19])=[O:7])([CH3:4])([CH3:3])[CH3:2].[N-:22]=[N+:23]=[N-:24].[Na+]>CS(C)=O.C(OCC)(=O)C>[N:22]([C@H:11]1[CH2:12][N:8]([C:6]([O:5][C:1]([CH3:4])([CH3:3])[CH3:2])=[O:7])[C@H:9]([C:18]([O:20][CH3:21])=[O:19])[CH2:10]1)=[N+:23]=[N-:24] |f:1.2|. Procedure details: A mixture of [2S,4S)-1-t-butoxycarbonyl-4-methylsulfonyloxy-2-methoxycarbonylpyrrolidine (27.7 g) and sodium azide (10.6 g) in dimethyl sulfoxide (350 ml) was stirred at 90° C. overnight and the solution was diluted with ethyl acetate (600 ml). The solution was washed successively with water and brine and dried over magnesium sulfate. The solvent was evaporated in vacuo to give (2S,4R)-4-azido-1-t-butoxycarbonyl-2-methoxycarbonylpyrrolidine (20.0 g) as a pale brown oil. The reactants are BrN1C(CCC1=O)=O (N-bromosuccinimide), CN1C(C(=CC2=CC=CN=C12)C(=O)OC)=O (methyl 1-methyl-2-oxo-1,2-dihydro-1,8-naphthyridine-3-carboxylate), BrN1C(CCC1=O)=O (N-bromosuccinimide), 1,2-azobis(2-methylpropionitrile), O (water). The solvent is C(Cl)(Cl)(Cl)Cl (carbon tetrachloride). Reaction conditions: time 4 hour. The product is BrCN1C(C(=CC2=CC=CN=C12)C(=O)OC)=O (methyl 1-(bromomethyl)-2-oxo-1,2-dihydro-1,8-naphthyridine-3-carboxylate). The yield is 72.5%. As a reaction SMILES: [CH3:1][N:2]1[C:11]2[C:6](=[CH:7][CH:8]=[CH:9][N:10]=2)[CH:5]=[C:4]([C:12]([O:14][CH3:15])=[O:13])[C:3]1=[O:16].[Br:17]N1C(=O)CCC1=O.O>C(Cl)(Cl)(Cl)Cl>[Br:17][CH2:1][N:2]1[C:11]2[C:6](=[CH:7][CH:8]=[CH:9][N:10]=2)[CH:5]=[C:4]([C:12]([O:14][CH3:15])=[O:13])[C:3]1=[O:16]. Procedure: 10.71 g (49.0 mmol) of methyl 1-methyl-2-oxo-1,2-dihydro-1,8-naphthyridine-3-carboxylate was dissolved in carbon tetrachloride (200 mL), and 8.64 g (49.0 mmol) of N-bromosuccinimide and 0.1 g of 1,2-azobis(2-methylpropionitrile) were added thereto. While the mixture was irradiated with light, the mixture was stirred for 4 hours. 3.0 g (17.0 mmol) of N-bromosuccinimide was further added to the mixture, and the resulting mixture was stirred for 3 hours while the mixture was irradiated with light. ... The reactants are CCO, N#Cc1cnn(C2CCOCC2)c1N, N, OO. Yields the product NC(=O)c1cnn(C2CCOCC2)c1N. Reaction SMILES: [CH3:18][CH2:19][OH:20].[NH2:1][c:2]1[c:3]([C:13]#[N:14])[cH:4][n:5][n:6]1[CH:7]1[CH2:8][CH2:9][O:10][CH2:11][CH2:12]1.[NH3:17].[OH:15][OH:16]>>[NH2:1][c:2]1[c:3]([C:13]([NH2:14])=[O:15])[cH:4][n:5][n:6]1[CH:7]1[CH2:8][CH2:9][O:10][CH2:11][CH2:12]1. Starting materials: CC(=O)c1cnc2ccccc2c1C(=O)O, NNC(=O)Nc1cccc(Cl)c1. Product: CC(=O)c1cnc2ccccc2c1C(O)=NNC(=O)Nc1cccc(Cl)c1. RXN SMILES: [C:1]([CH3:2])(=[O:3])[c:4]1[cH:5][n:6][c:7]2[cH:8][cH:9][cH:10][cH:11][c:12]2[c:13]1[C:14](=[O:15])[OH:16].[Cl:17][c:18]1[cH:19][c:20]([NH:24][C:25]([NH:26][NH2:27])=[O:28])[cH:21][cH:22][cH:23]1>>[C:1]([CH3:2])(=[O:3])[c:4]1[cH:5][n:6][c:7]2[cH:8][cH:9][cH:10][cH:11][c:12]2[c:13]1[C:14]([OH:16])=[N:27][NH:26][C:25]([NH:24][c:20]1[cH:19][c:18]([Cl:17])[cH:23][cH:22][cH:21]1)=[O:28]. As a reaction SMILES: [CH3:1][N:2]1[CH2:7][CH2:6][C:5](=[O:8])[CH2:4][CH2:3]1.[I:9][CH2:10][CH2:11][OH:12]>CN(C)C=O>[I-:9].[OH:12][CH2:11][CH2:10][N+:2]1([CH3:1])[CH2:7][CH2:6][C:5](=[O:8])[CH2:4][CH2:3]1 |f:3.4|. Conditions: time 8 hour. Yields the product [I-].OCC[N+]1(CCC(CC1)=O)C (1-(2-hydroxyethyl)-1-methyl-4-oxopiperidinium iodide). The solvent is CN(C=O)C (N,N-dimethylformamide). Reactants: CN1CCC(CC1)=O (1-methyl-4-piperidone), ICCO (2-iodoethanol). Reported procedure: To a solution of 1-methyl-4-piperidone (1.0 g) in N,N-dimethylformamide (10 ml) was added 2-iodoethanol (0.70 ml-1.5 g) and stirred overnight at ambient temperature. The reaction mixture was evaporated under reduced pressure and washed by ethyl acetate to afford 1-(2-hydroxyethyl)-1-methyl-4-oxopiperidinium iodide (0.94 g). The reactants are CCOc1ccc(O)cc1, C=CCCCC1CCC(C(=O)O)CC1, ClCCl, CN(C)c1ccncc1, CCOCC, C(=NC1CCCCC1)=NC1CCCCC1. Product: C=CCCCC1CCC(C(=O)Oc2ccc(OCC)cc2)CC1. RXN SMILES: [CH2:15]([CH3:16])[O:17][c:18]1[cH:19][cH:20][c:21]([OH:24])[cH:22][cH:23]1.[CH2:1]([CH2:2][CH2:3][CH:4]=[CH2:5])[CH:6]1[CH2:7][CH2:8][CH:9]([C:12](=[O:13])[OH:14])[CH2:10][CH2:11]1.[CH2:49]([Cl:50])[Cl:51].[CH3:40][N:41]([CH3:42])[c:43]1[cH:44][cH:45][n:46][cH:47][cH:48]1.[CH3:52][CH2:53][O:54][CH2:55][CH3:56].[CH:25]1([N:26]=[C:27]=[N:28][CH:29]2[CH2:30][CH2:31][CH2:32][CH2:33][CH2:34]2)[CH2:35][CH2:36][CH2:37][CH2:38][CH2:39]1>>[CH2:1]([CH2:2][CH2:3][CH:4]=[CH2:5])[CH:6]1[CH2:7][CH2:8][CH:9]([C:12]([O:13][c:21]2[cH:20][cH:19][c:18]([O:17][CH2:15][CH3:16])[cH:23][cH:22]2)=[O:14])[CH2:10][CH2:11]1.